From a dataset of the Open Reaction Database (ORD), a public repository of structured organic reaction records. describe an organic reaction: reactants, conditions, products, and yield The reactants are ClC1=CC=CC2=C1C(N(CC=1N2C=NC1C=1OC=C(N1)CN(CCC)CCC)C)=O (7-chloro-3-(4-dipropylaminomethyl-oxazol-2-yl)-5-methyl-5,6-dihydro-4H-imidazo[1,5-a]-[1,4]benzodiazepin-6-one), Cl (hydrochloric acid). Yield: 182.2%. The product is Cl.ClC1=CC=CC2=C1C(N(CC=1N2C=NC1C=1OC=C(N1)CN(CCC)CCC)C)=O (7-chloro-3-(4-dipropylaminomethyl-oxazol-2-yl)-5-methyl-5,6-dihydro-4H-imidazo[1,5-a][1,4]benzodiazepin-6-one hydrochloride). Reaction SMILES: [Cl:1][C:2]1[C:7]2[C:8](=[O:30])[N:9]([CH3:29])[CH2:10][C:11]3[N:12]([CH:13]=[N:14][C:15]=3[C:16]3[O:17][CH:18]=[C:19]([CH2:21][N:22]([CH2:26][CH2:27][CH3:28])[CH2:23][CH2:24][CH3:25])[N:20]=3)[C:6]=2[CH:5]=[CH:4][CH:3]=1.Cl>C(O)C>[ClH:1].[Cl:1][C:2]1[C:7]2[C:8](=[O:30])[N:9]([CH3:29])[CH2:10][C:11]3[N:12]([CH:13]=[N:14][C:15]=3[C:16]3[O:17][CH:18]=[C:19]([CH2:21][N:22]([CH2:26][CH2:27][CH3:28])[CH2:23][CH2:24][CH3:25])[N:20]=3)[C:6]=2[CH:5]=[CH:4][CH:3]=1 |f:3.4|. Reported procedure: 0.11 g (0.00026 mol) of 7-chloro-3-(4-dipropylaminomethyl-oxazol-2-yl)-5-methyl-5,6-dihydro-4H-imidazo[1,5-a]-[1,4]benzodiazepin-6-one was dissolved in 10 ml of ethanol and treated with 0.07 ml (0.00026 mol) of 3.7N ethanolic hydrochloric acid. The solution was completely freed from the solvents and recrystallized from ethanol/diethyl ether. There was obtained 0.11 g (91%) of 7-chloro-3-(4-dipropylaminomethyl-oxazol-2-yl)-5-methyl-5,6-dihydro-4H-imidazo[1,5-a][1,4]benzodiazepin-6-one hydrochlori... Solvent: C(C)O (ethanol). Reactants: NC1=C(C(=O)N)C=C(C=C1)Br (2-amino-5-bromobenzamide), [Si](C)(C)(C(C)(C)C)OCCOC1=C(C=C(C=O)C=C1)C (4-(2-(tert-butyldimethylsilyloxy)ethoxy)-3-methylbenzaldehyde), OS(=O)[O-].[Na+] (NaHSO3), CC=1C=CC(=CC1)S(=O)(=O)O.O (p-TsOH.H2O). Run in O (water), CC(=O)N(C)C (DMA). Product: BrC=1C=C2C(NC(=NC2=CC1)C1=CC(=C(C(=C1)C)OCCO)C)=O (6-bromo-2-(4-(2-hydroxyethoxy)-3,5-dimethylphenyl)quinazolin-4(3H)-one), BrC=1C=C2C(NC(=NC2=CC1)C1=CC(=C(C(=C1)C)OCCO[Si](C)(C)C(C)(C)C)C)=O (6-bromo-2-(4-(2-(tert-butyldimethylsilyloxy)ethoxy)-3,5-dimethylphenyl)quinazolin-4(3H)-one). Yield: 10.0%. As a reaction SMILES: [NH2:1][C:2]1[CH:10]=[CH:9][C:8]([Br:11])=[CH:7][C:3]=1[C:4]([NH2:6])=[O:5].[Si:12]([O:19][CH2:20][CH2:21][O:22][C:23]1[CH:30]=[CH:29][C:26]([CH:27]=O)=[CH:25][C:24]=1[CH3:31])([C:15]([CH3:18])([CH3:17])[CH3:16])([CH3:14])[CH3:13].OS([O-])=O.[Na+].[CH3:37]C1C=CC(S(O)(=O)=O)=CC=1.O>CC(N(C)C)=O.O>[Br:11][C:8]1[CH:7]=[C:3]2[C:2](=[CH:10][CH:9]=1)[N:1]=[C:27]([C:26]1[CH:25]=[C:24]([CH3:31])[C:23]([O:22][CH2:21][CH2:20][OH:19])=[C:30]([CH3:37])[CH:29]=1)[NH:6][C:4]2=[O:5].[Br:11][C:8]1[CH:7]=[C:3]2[C:2](=[CH:10][CH:9]=1)[N:1]=[C:27]([C:26]1[CH:29]=[C:30]([CH3:37])[C:23]([O:22][CH2:21][CH2:20][O:19][Si:12]([C:15]([CH3:18])([CH3:17])[CH3:16])([CH3:14])[CH3:13])=[C:24]([CH3:31])[CH:25]=1)[NH:6][C:4]2=[O:5] |f:2.3,4.5|. Procedure details: A mixture of 2-amino-5-bromobenzamide (0.100 g, 0.465 mmol), 4-(2-(tert-butyldimethylsilyloxy)ethoxy)-3-methylbenzaldehyde (0.143 g, 0.465 mmol), NaHSO3 (94%, 0.0515 g, 0.465 mmol), and p-TsOH.H2O (0.00885 g, 0.0465 mmol) in DMA (5.81 mL) was heated at reflux for 15 min, cooled to room temperature, the water (20 mL) was added. The precipitate was filtered, washed with water, triturated with acetone and filtered again. The crude solid was chromatographed on silica gel (CH2Cl2/CH3OH) to provide 6-... Starting materials: C1(=CC=CC=C1)N1N=NC(=C1)C=C (1-phenyl-4-vinyl-1H-1,2,3-triazole), IC (iodomethane). Run in O (Water). Reaction conditions: time 8 hour. Yields the product [I-].C[N+]1=NN(C=C1C=C)C1=CC=CC=C1 (3-methyl-1-phenyl-4-vinyl-1H-1,2,3-triazol-3-ium iodide). RXN SMILES: [C:1]1([N:7]2[CH:11]=[C:10]([CH:12]=[CH2:13])[N:9]=[N:8]2)[CH:6]=[CH:5][CH:4]=[CH:3][CH:2]=1.[I:14][CH3:15]>O>[I-:14].[CH3:15][N+:9]1[C:10]([CH:12]=[CH2:13])=[CH:11][N:7]([C:1]2[CH:2]=[CH:3][CH:4]=[CH:5][CH:6]=2)[N:8]=1 |f:3.4|. Procedure: 1-phenyl-4-vinyl-1H-1,2,3-triazole (0.9 g, 5.26 mmol) and iodomethane (37.3 g, 263 mmol) were mixed and stirred overnight. Water was added and the salt was extracted in water. The water was removed under vacuum and the precipitate was washed with acetone and the acetone was decanted yielding pale yellow crystals. Reactants: CS(C)=O, CCCCCOC1C(O)C(CO)OC1n1cnc2c(N)nc(N)nc21, [Na+], [Na+], [Na+], O=P([O-])([O-])[O-]. Product: CCCCCOC1C(O)C(CO)OC1n1cnc2c(=O)[nH]c(N)nc21. As a reaction SMILES: [CH3:34][S:35]([CH3:36])=[O:37].[NH2:1][c:2]1[n:3][c:4]([NH2:25])[c:5]2[n:6][cH:7][n:8]([CH:11]3[CH:12]([O:13][CH2:14][CH2:15][CH2:16][CH2:17][CH3:18])[CH:19]([OH:20])[CH:21]([CH2:23][OH:24])[O:22]3)[c:9]2[n:10]1.[Na+:31].[Na+:32].[Na+:33].[P:26](=[O:27])([O-:28])([O-:29])[O-:30]>>[NH2:1][c:2]1[nH:3][c:4](=[O:27])[c:5]2[n:6][cH:7][n:8]([CH:11]3[CH:12]([O:13][CH2:14][CH2:15][CH2:16][CH2:17][CH3:18])[CH:19]([OH:20])[CH:21]([CH2:23][OH:24])[O:22]3)[c:9]2[n:10]1. Starting materials: COC(=O)c1c(F)ccc2nc3ccc4c(OC)cccc4c3nc12, CN(C)C=O, [N-]=[N+]=[N-], [Na+], [Na+], [OH-], O. Yields the product COC(=O)c1c(N)ccc2nc3ccc4c(OC)cccc4c3nc12. RXN SMILES: [CH3:1][O:2][C:3](=[O:4])[c:5]1[c:6]([F:25])[cH:7][cH:8][c:9]2[n:10][c:11]3[cH:12][cH:13][c:14]4[c:15]([c:16]3[n:17][c:18]12)[cH:19][cH:20][cH:21][c:22]4[O:23][CH3:24].[CH3:32][N:33]([CH3:34])[CH:35]=[O:36].[N-:27]=[N+:28]=[N-:29].[Na+:26].[Na+:31].[OH-:30].[OH2:37]>>[CH3:1][O:2][C:3](=[O:4])[c:5]1[c:6]([NH2:27])[cH:7][cH:8][c:9]2[n:10][c:11]3[cH:12][cH:13][c:14]4[c:15]([c:16]3[n:17][c:18]12)[cH:19][cH:20][cH:21][c:22]4[O:23][CH3:24]. Starting materials: CCO, NN, CCC(C)COc1ccc(C(CN2C(=O)c3ccccc3C2=O)NC(=O)C(C)c2ccccc2)cc1, O. Yields the product CCC(C)COc1ccc(C(CN)NC(=O)C(C)c2ccccc2)cc1. RXN SMILES: [CH3:40][CH2:41][OH:42].[NH2:38][NH2:39].[O:1]=[C:2]1[N:3]([CH2:12][CH:13]([c:14]2[cH:15][cH:16][c:17]([O:20][CH2:21][CH:22]([CH2:23][CH3:24])[CH3:25])[cH:18][cH:19]2)[NH:26][C:27]([CH:28]([CH3:29])[c:30]2[cH:31][cH:32][cH:33][cH:34][cH:35]2)=[O:36])[C:10](=[O:11])[c:5]2[c:4]1[cH:9][cH:8][cH:7][cH:6]2.[OH2:37]>>[NH2:3][CH2:12][CH:13]([c:14]1[cH:15][cH:16][c:17]([O:20][CH2:21][CH:22]([CH2:23][CH3:24])[CH3:25])[cH:18][cH:19]1)[NH:26][C:27]([CH:28]([CH3:29])[c:30]1[cH:31][cH:32][cH:33][cH:34][cH:35]1)=[O:36]. Reactants: C1COCCO1, O=[Se]=O, COC(=O)Cc1ccc2ncccc2c1. Yields the product COC(=O)C(=O)c1ccc2ncccc2c1. RXN SMILES: [O:19]1[CH2:20][CH2:21][O:22][CH2:23][CH2:24]1.[Se:16](=[O:17])=[O:18].[n:1]1[cH:2][cH:3][cH:4][c:5]2[cH:6][c:7]([CH2:11][C:12](=[O:13])[O:14][CH3:15])[cH:8][cH:9][c:10]12>>[n:1]1[cH:2][cH:3][cH:4][c:5]2[cH:6][c:7]([C:11]([C:12](=[O:13])[O:14][CH3:15])=[O:17])[cH:8][cH:9][c:10]12.